Dataset: the Open Reaction Database (ORD), a public repository of structured organic reaction records. Task: describe an organic reaction: reactants, conditions, products, and yield The reactants are BrC=1C=CC(=NC1)F (5-bromo-2-fluoropyridine), C1(CC1)N (cyclopropylamine). Run at temperature 80 celsius. The product is BrC=1C=CC(=NC1)NC1CC1 (5-Bromo-pyridin-2-yl-cyclopropylamine). The yield is 74.7%. Reaction SMILES: [Br:1][C:2]1[CH:3]=[CH:4][C:5](F)=[N:6][CH:7]=1.[CH:9]1([NH2:12])[CH2:11][CH2:10]1>>[Br:1][C:2]1[CH:3]=[CH:4][C:5]([NH:12][CH:9]2[CH2:11][CH2:10]2)=[N:6][CH:7]=1. Procedure details: To a sealed tube was added 5-bromo-2-fluoropyridine (1.25 g, 7.10 mmol) and cyclopropylamine (5.0 mL, 72 mmol). Upon heating at 80° C. for 48 hours the reaction was complete. The contents of the tube were transferred to a round bottom flask and concentrated in vacuo. The remaining residue was dissolved in dichloromethane and washed twice with saturated sodium bicarbonate and twice with brine. The organics were dried over sodium sulfate, filtered and concentrated in vacuo to afford the title comp...